Dataset: the Open Reaction Database (ORD), a public repository of structured organic reaction records. Task: describe an organic reaction: reactants, conditions, products, and yield Starting materials: COC=1C=C(C=CC1)SC1=C(C(=O)O)C=CC=C1 (2-(3-Methoxyphenylsulfanyl)benzoic acid), [H-].COCCO[Al+]OCCOC.[Na+].[H-] (sodium bis-(methoxyethyoxy)-aluminum hydride). The product is COC=1C=C(C=CC1)SC1=C(CO)C=CC=C1 (2-(3-methoxyphenylsulfanyl)benzyl alcohol). Yield: 87.6%. As a reaction SMILES: [CH3:1][O:2][C:3]1[CH:4]=[C:5]([S:9][C:10]2[CH:18]=[CH:17][CH:16]=[CH:15][C:11]=2[C:12](O)=[O:13])[CH:6]=[CH:7][CH:8]=1.[H-].COCCO[Al+]OCCOC.[Na+].[H-]>>[CH3:1][O:2][C:3]1[CH:4]=[C:5]([S:9][C:10]2[CH:18]=[CH:17][CH:16]=[CH:15][C:11]=2[CH2:12][OH:13])[CH:6]=[CH:7][CH:8]=1 |f:1.2.3.4|. Procedure details: 2-(3-Methoxyphenylsulfanyl)benzoic acid was reduced with sodium bis-(methoxyethyoxy)-aluminum hydride to provide in 87.6% yield 2-(3-methoxyphenylsulfanyl)benzyl alcohol. This compound was without purification treated with thionyl chloride to provide in 91.0% yield 2-(3-methoxyphenylsulfanyl)benzyl chloride which treated with sodium cyanide provided nearly quantitatively 2-(3-methoxyphenylsulfanyl)phenylacetonitrile. Alkaline hydrolysis of this crude nitrile provided after work-up 65.1% yield of... Reported procedure: Experimental conditions analogous to those described for Step 6 of Example 60 were used with 85 mg (0.204 mmol) of 1-(6-Bromo-pyridin-2-ylmethyl)-7-methyl-4-oxo-1,4-dihydro-[1,8]naphthyridine-3-carboxylic acid methoxy-methyl-amide and 0.896 mL 0.448 mL, 0.5 M in THF) of 4-methoxy-3-methylphenylmagnesium bromide in 1 mL of THF. The crude product was purified by flash column chromatography using 20-100% ethyl acetate in hexane and further purified on the reverse phase HPLC with a C18 column, gradi... Reactants: CON(C(=O)C1=CN(C2=NC(=CC=C2C1=O)C)CC1=NC(=CC=C1)Br)C (1-(6-Bromo-pyridin-2-ylmethyl)-7-methyl-4-oxo-1,4-dihydro-[1,8]naphthyridine-3-carboxylic acid methoxy-methyl-amide), COC1=C(C=C(C=C1)[Mg]Br)C (4-methoxy-3-methylphenylmagnesium bromide). Yields the product BrC1=CC=CC(=N1)CN1C=C(C(C2=CC=C(N=C12)C)=O)C(C1=CC(=C(C=C1)OC)C)=O (1-(6-Bromo-pyridin-2-ylmethyl)-3-(4-methoxy-3-methyl-benzoyl)-7-methyl-1H-[1,8]naphthyridin-4-one). RXN SMILES: CON(C)[C:4]([C:6]1[C:15](=[O:16])[C:14]2[C:9](=[N:10][C:11]([CH3:17])=[CH:12][CH:13]=2)[N:8]([CH2:18][C:19]2[CH:24]=[CH:23][CH:22]=[C:21]([Br:25])[N:20]=2)[CH:7]=1)=[O:5].[CH3:27][O:28][C:29]1[CH:34]=[CH:33][C:32]([Mg]Br)=[CH:31][C:30]=1[CH3:37]>C1COCC1>[Br:25][C:21]1[N:20]=[C:19]([CH2:18][N:8]2[C:9]3[C:14](=[CH:13][CH:12]=[C:11]([CH3:17])[N:10]=3)[C:15](=[O:16])[C:6]([C:4](=[O:5])[C:32]3[CH:33]=[CH:34][C:29]([O:28][CH3:27])=[C:30]([CH3:37])[CH:31]=3)=[CH:7]2)[CH:24]=[CH:23][CH:22]=1. The solvent is C1CCOC1 (THF), C1CCOC1 (THF). Starting materials: C(C)(C)(C)OC(=O)N1CCC(CC1)=CC1=CC(=C(C=C1)Cl)Cl (1-(tert-butoxycarbonyl)-4-(3,4-dichlorobenzylidene)piperidine). The reagents and catalysts are [Pt]=O (Platinum oxide). Run in C(C)(=O)OCC (ethyl acetate). Reaction conditions: time 8 hour. The product is C(C)(C)(C)OC(=O)N1CCC(CC1)CC1=CC(=C(C=C1)Cl)Cl (1-(tert-butoxycarbonyl)4-(3,4-dichlorobenzyl)piperidine). Yield: 102.9%. Reaction SMILES: [C:1]([O:5][C:6]([N:8]1[CH2:13][CH2:12][C:11](=[CH:14][C:15]2[CH:20]=[CH:19][C:18]([Cl:21])=[C:17]([Cl:22])[CH:16]=2)[CH2:10][CH2:9]1)=[O:7])([CH3:4])([CH3:3])[CH3:2]>C(OCC)(=O)C.[Pt]=O>[C:1]([O:5][C:6]([N:8]1[CH2:9][CH2:10][CH:11]([CH2:14][C:15]2[CH:20]=[CH:19][C:18]([Cl:21])=[C:17]([Cl:22])[CH:16]=2)[CH2:12][CH2:13]1)=[O:7])([CH3:4])([CH3:2])[CH3:3]. Reported procedure: Platinum oxide (0.3 g) was added to a solution of 1-(tert-butoxycarbonyl)-4-(3,4-dichlorobenzylidene)piperidine (29 g, 84.7 mmol) in ethyl acetate (500 ml) and the mixture was stirred under a hydrogen atmosphere overnight. The reaction mixture was filtered through celite and the filtrate was concentrated to give 1-(tert-butoxycarbonyl)4-(3,4-dichlorobenzyl)piperidine (30 g) as a tan oil.